Dataset: the Open Reaction Database (ORD), a public repository of structured organic reaction records. Task: describe an organic reaction: reactants, conditions, products, and yield The reactants are CC1=C(C=CC=C1)[C@@H](CCC(=O)OC(C)(C)C)OC1=C(C=CC(=C1)OCC=1C=NC=CC1)[N+](=O)[O-] (tert-butyl (R)-4-(2-methylphenyl)-4-(2-nitro-5-(3-pyridylmethoxy)phenoxy)butanoate), [OH-].[Na+] (sodium hydroxide), Cl (HCl), O (water). The solvent is CCCCC (pentane), CO (methanol). Conditions: time 48 hour. The product is CC1=C(C=CC=C1)[C@@H](CCC(=O)O)OC1=C(C=CC(=C1)OCC=1C=NC=CC1)[N+](=O)[O-] ((R)-4-(2-methylphenyl)-4-(2-nitro-5-(3-pyridylmethoxy)phenoxy)butanoic acid). The yield is 21.2%. RXN SMILES: [CH3:1][C:2]1[CH:7]=[CH:6][CH:5]=[CH:4][C:3]=1[C@H:8]([O:18][C:19]1[CH:24]=[C:23]([O:25][CH2:26][C:27]2[CH:28]=[N:29][CH:30]=[CH:31][CH:32]=2)[CH:22]=[CH:21][C:20]=1[N+:33]([O-:35])=[O:34])[CH2:9][CH2:10][C:11]([O:13]C(C)(C)C)=[O:12].[OH-].[Na+].O.Cl>CO.CCCCC>[CH3:1][C:2]1[CH:7]=[CH:6][CH:5]=[CH:4][C:3]=1[C@H:8]([O:18][C:19]1[CH:24]=[C:23]([O:25][CH2:26][C:27]2[CH:28]=[N:29][CH:30]=[CH:31][CH:32]=2)[CH:22]=[CH:21][C:20]=1[N+:33]([O-:35])=[O:34])[CH2:9][CH2:10][C:11]([OH:13])=[O:12] |f:1.2|. Procedure details: A solution of tert-butyl (R)-4-(2-methylphenyl)-4-(2-nitro-5-(3-pyridylmethoxy)phenoxy)butanoate (800 mg) in methanol (20 mL) containing 5 N sodium hydroxide (10 mL) is stirred at ambient temperature for 48 hours. The reaction mixture is poured into water (50 mL), acidified to pH 5 with 1 N HCl and extracted three times with ethyl acetate (50 mL). The combined organic phases are washed with brine (50 mL), dried over magnesium sulphate, filtered and concentrated under reduced pressure The residua... Reaction conditions: time 1 hour. Yields the product C(#N)C1=C(C(=NN1C)C(F)(F)F)CS(=O)(=O)C1=NOC(C1)(C)C (3-(5-cyano-1-methyl-3-trifluoromethyl-1H-pyrazol-4-ylmethylsulfonyl)-5,5-dimethyl-2-isoxazoline). Procedure: 2.1 g of m-chloroperbenzoic acid (purity: 70%, 12.2 mmoles) was added, with ice-cooling, to a solution of 0.9 g of 3-(5-cyano-1-methyl-3-trifluoromethyl-1H-pyrazol-4-ylmethylthio)-5,5-dimethyl-2-isoxazoline (crude compound) dissolved in 50 ml of chloroform. The mixture was stirred for 1 hour and then at room temperature for 12 hours to give rise to a reaction. After confirmation of the completion of the reaction, the reaction mixture was poured into water, followed by extraction with chloroform.... Yield: 76.4%. RXN SMILES: ClC1C=CC=C(C(OO)=[O:9])C=1.[C:12]([C:14]1[N:18]([CH3:19])[N:17]=[C:16]([C:20]([F:23])([F:22])[F:21])[C:15]=1[CH2:24][S:25][C:26]1[CH2:30][C:29]([CH3:32])([CH3:31])[O:28][N:27]=1)#[N:13].[OH2:33]>C(Cl)(Cl)Cl>[C:12]([C:14]1[N:18]([CH3:19])[N:17]=[C:16]([C:20]([F:22])([F:23])[F:21])[C:15]=1[CH2:24][S:25]([C:26]1[CH2:30][C:29]([CH3:32])([CH3:31])[O:28][N:27]=1)(=[O:9])=[O:33])#[N:13]. Starting materials: ClC1=CC(=CC=C1)C(=O)OO (m-chloroperbenzoic acid), C(#N)C1=C(C(=NN1C)C(F)(F)F)CSC1=NOC(C1)(C)C (3-(5-cyano-1-methyl-3-trifluoromethyl-1H-pyrazol-4-ylmethylthio)-5,5-dimethyl-2-isoxazoline), O (water). The solvent is C(Cl)(Cl)Cl (chloroform).